This data is from the Open Reaction Database (ORD), a public repository of structured organic reaction records. The task is: describe an organic reaction: reactants, conditions, products, and yield Starting materials: CCCCCCCCCCCCCCCCNc1ccc(C(=O)O)cc1, CN(C)P(=O)(N(C)C)N(C)C, OCC(O)CCl, [Na+], [OH-], O. Yields the product CCCCCCCCCCCCCCCCNc1ccc(C(=O)OCC(O)CO)cc1. As a reaction SMILES: [CH2:1]([CH2:2][CH2:3][CH2:4][CH2:5][CH2:6][CH2:7][CH2:8][CH2:9][CH2:10][CH2:11][CH2:12][CH2:13][CH2:14][CH2:15][CH3:16])[NH:17][c:18]1[cH:19][cH:20][c:21]([C:22](=[O:23])[OH:24])[cH:25][cH:26]1.[CH3:35][N:36]([P:37]([N:38]([CH3:39])[CH3:40])([N:41]([CH3:42])[CH3:43])=[O:44])[CH3:45].[Cl:29][CH2:30][CH:31]([CH2:32][OH:33])[OH:34].[Na+:28].[OH-:27].[OH2:46]>>[CH2:1]([CH2:2][CH2:3][CH2:4][CH2:5][CH2:6][CH2:7][CH2:8][CH2:9][CH2:10][CH2:11][CH2:12][CH2:13][CH2:14][CH2:15][CH3:16])[NH:17][c:18]1[cH:19][cH:20][c:21]([C:22](=[O:23])[O:24][CH2:30][CH:31]([CH2:32][OH:33])[OH:34])[cH:25][cH:26]1.